This data is from the Open Reaction Database (ORD), a public repository of structured organic reaction records. The task is: describe an organic reaction: reactants, conditions, products, and yield Reactants: C(C)(C)(C)OC(N[C@H](C(C)(C)C)C(=O)N1CCC(CC1)(C1=CC=CC=C1)O)=O ([(R)-1-(4-hydroxy-4-phenyl-piperidine-1-carbonyl)-2,2-dimethyl-propyl]-carbamic acid tert-butyl ester), FC(CO)(F)F (2,2,2-trifluoroethanol). Conditions: temperature 150 celsius. The product is N[C@@H](C(=O)N1CCC(CC1)(C1=CC=CC=C1)O)C(C)(C)C ((R)-2-amino-1-(4-hydroxy-4-phenyl-piperidin-1-yl)-3,3-dimethyl-butan-1-one). The yield is 128.3%. As a reaction SMILES: C(OC(=O)[NH:7][C@@H:8]([C:13]([N:15]1[CH2:20][CH2:19][C:18]([OH:27])([C:21]2[CH:26]=[CH:25][CH:24]=[CH:23][CH:22]=2)[CH2:17][CH2:16]1)=[O:14])[C:9]([CH3:12])([CH3:11])[CH3:10])(C)(C)C.FC(F)(F)CO>>[NH2:7][C@H:8]([C:9]([CH3:12])([CH3:11])[CH3:10])[C:13]([N:15]1[CH2:20][CH2:19][C:18]([OH:27])([C:21]2[CH:26]=[CH:25][CH:24]=[CH:23][CH:22]=2)[CH2:17][CH2:16]1)=[O:14]. Procedure details: A 5 mL microwave vial was charged with [(R)-1-(4-hydroxy-4-phenyl-piperidine-1-carbonyl)-2,2-dimethyl-propyl]-carbamic acid tert-butyl ester (0.20 g, 0.51 mmol) and 2,2,2-trifluoroethanol (2.6 mL). The vial was flushed with Argon then sealed and heated at 150° C. for 4 h under microwave irradiation. The reaction mixture was concentrated to afford 0.19 g of (R)-2-amino-1-(4-hydroxy-4-phenyl-piperidin-1-yl)-3,3-dimethyl-butan-1-one as light yellow oil which was used without further purification. Starting materials: resultant mixture, CC=1C=C(CCl)C=CC1C (3,4-dimethylbenzyl chloride), [C-]#N.[Na+] (sodium cyanide). Run in C(C)O (ethanol), O (water), O (water). The product is CC=1C=C(CC#N)C=CC1C (3,4-dimethylbenzyl cyanide). Isolated yield 79.0%. Reaction SMILES: [C-:1]#[N:2].[Na+].[CH3:4][C:5]1[CH:6]=[C:7]([CH:10]=[CH:11][C:12]=1[CH3:13])[CH2:8]Cl>O.C(O)C>[CH3:4][C:5]1[CH:6]=[C:7]([CH:10]=[CH:11][C:12]=1[CH3:13])[CH2:8][C:1]#[N:2] |f:0.1|. Reported procedure: To a solution of 6.8 g of 90% sodium cyanide dissolved in 6.5 ml of distilled water while being subjected to heating was added a solution of 15.5 g of 3,4-dimethylbenzyl chloride in 20 ml of dry ethanol; and the resultant mixture was heated at the boiling temperature for 10 hours and then cooled to room temperature. This solution was added to 50 ml of distilled water and extracted twice with 150 ml of ethyl ether. The organic solvent was removed to obtain 11.5 g(yield 79%) of 3,4-dimethylbenzyl ...